Dataset: the Open Reaction Database (ORD), a public repository of structured organic reaction records. Task: describe an organic reaction: reactants, conditions, products, and yield Starting materials: CCOC(=O)C(=O)OCC, CCCCC(C)=O, CCCCCC, CCO, [Na], O. Yields the product CCCCC(=O)CC(=O)C(=O)OCC. As a reaction SMILES: [C:2]([C:3]([O:5][CH2:4][CH3:6])=[O:7])(=[O:8])[O:9][CH2:10][CH3:11].[CH3:12][C:13]([CH2:14][CH2:15][CH2:16][CH3:17])=[O:18].[CH3:19][CH2:20][CH2:21][CH2:22][CH2:23][CH3:24].[CH3:25][CH2:26][OH:27].[Na:1].[OH2:28]>>[C:2]([C:3](=[O:5])[CH2:12][C:13]([CH2:14][CH2:15][CH2:16][CH3:17])=[O:18])(=[O:8])[O:9][CH2:10][CH3:11]. Starting materials: NC=1N=C(C2=C(N1)N=CC(=C2)C=CC2=CC(=CC(=C2)Cl)Cl)N (2,4-diamino-6-[2-(3,5-dichlorophenyl)ethenyl]pyrido[2,3-d]pyrimidine), O1CCOCC1 (dioxane). The solvent is [OH-].[Na+] (sodium hydroxide), [OH-].[Na+] (sodium hydroxide). Conditions: temperature 24 celsius. The product is NC=1N=C(C2=C(N1)N=CC(=C2)C=CC2=CC(=CC(=C2)Cl)Cl)O (2-amino-4-hydroxy-6-[2-(3,5-dichlorophenyl)ethenyl]pyrido-[2,3-d]pyrimidine). Reaction SMILES: [NH2:1][C:2]1[N:3]=[C:4](N)[C:5]2[CH:11]=[C:10]([CH:12]=[CH:13][C:14]3[CH:19]=[C:18]([Cl:20])[CH:17]=[C:16]([Cl:21])[CH:15]=3)[CH:9]=[N:8][C:6]=2[N:7]=1.[O:23]1CCOCC1>[OH-].[Na+]>[NH2:1][C:2]1[N:3]=[C:4]([OH:23])[C:5]2[CH:11]=[C:10]([CH:12]=[CH:13][C:14]3[CH:19]=[C:18]([Cl:20])[CH:17]=[C:16]([Cl:21])[CH:15]=3)[CH:9]=[N:8][C:6]=2[N:7]=1 |f:2.3|. Reported procedure: A suspension of 0.4 g (1.2 mM) of 2,4-diamino-6-[2-(3,5-dichlorophenyl)ethenyl]pyrido[2,3-d]pyrimidine (prepared as described in Example 3), in 80 ml of 1N sodium hydroxide was heated at reflux for 24 hours. Since not all the starting material had dissolved, 10 ml of 5N sodium hydroxide and 25 ml of dioxane were added, and the mixture was heated at reflux for an additional 24 hours. The reaction mixture was cooled to 24° C., filtered, and the filtrate was diluted with 30 ml of glacial acetic aci...